Dataset: the Open Reaction Database (ORD), a public repository of structured organic reaction records. Task: describe an organic reaction: reactants, conditions, products, and yield The reactants are ice water, C(C)OC=1C=CC2=C(CC(C3=C(S2)C=CC(=C3)C(C(=O)N)C)=O)C1 (2-(10,11-dihydro-8-ethoxy-11-oxodibenzo[b,f]thiepin-2-yl)-propionamide), [OH-].[Na+] (sodium hydroxide), O (water), Cl (hydrochloric acid). Solvent: C(C)O (ethanol). Product: C(C)OC=1C=CC2=C(CC(C3=C(S2)C=CC(=C3)C(C(=O)O)C)=O)C1 (2-(10,11-dihydro-8-ethoxy-11-oxodibenzo-[b,f]thiepin-2-yl)-propionic acid). Yield: 37.0%. As a reaction SMILES: [CH2:1]([O:3][C:4]1[CH:5]=[CH:6][C:7]2[S:13][C:12]3[CH:14]=[CH:15][C:16]([CH:18]([CH3:22])[C:19](N)=[O:20])=[CH:17][C:11]=3[C:10](=[O:23])[CH2:9][C:8]=2[CH:24]=1)[CH3:2].[OH-:25].[Na+].O.Cl>C(O)C>[CH2:1]([O:3][C:4]1[CH:5]=[CH:6][C:7]2[S:13][C:12]3[CH:14]=[CH:15][C:16]([CH:18]([CH3:22])[C:19]([OH:25])=[O:20])=[CH:17][C:11]=3[C:10](=[O:23])[CH2:9][C:8]=2[CH:24]=1)[CH3:2] |f:1.2|. Procedure details: A mixture of 70 mg of 2-(10,11-dihydro-8-ethoxy-11-oxodibenzo[b,f]thiepin-2-yl)-propionamide, 800 mg of sodium hydroxide, 5 ml of water and 5 ml of ethanol was refluxed for 3 hours. After the completion of the reaction, the solvent was removed by distillation to obtain a residue, to which was added ice water, and the mixture was acidified with 10% hydrochloric acid and extracted with chloroform. The extract was washed with water and dried over anhydrous sodium sulfate. The solvent was distilled ... Starting materials: Cc1ccc(C)s1, O=C(Cl)C1CC1, ClCCl, O, Cl[Sn](Cl)(Cl)Cl. Yields the product Cc1cc(C(=O)C2CC2)c(C)s1. Reaction SMILES: [CH3:1][c:2]1[s:3][c:4]([CH3:7])[cH:5][cH:6]1.[CH:8]1([C:11](=[O:12])[Cl:13])[CH2:9][CH2:10]1.[Cl:20][CH2:21][Cl:22].[OH2:19].[Sn:14]([Cl:15])([Cl:16])([Cl:17])[Cl:18]>>[CH3:1][c:2]1[s:3][c:4]([CH3:7])[cH:5][c:6]1[C:11]([CH:8]1[CH2:9][CH2:10]1)=[O:12]. Starting materials: C(=O)(O)[O-].[Na+] (NaHCO3), C(C1=CC=CC=C1)(C1=CC=CC=C1)N1C(=CC2=CC(=CC=C12)Cl)CCNS(=O)(=O)CC1=CC(=C(C=C1)Cl)Cl (N-[2-(1-benzhydryl-5-chloro-1H-indol-2-yl)ethyl]-1-(3,4-dichlorophenyl)-methanesulfonamide), C(C)[SiH](CC)CC (triethylsilane), C(C)OC(C1=CC=C(C=C1)CCC=O)=O (4-(3-oxopropyl)benzoic acid ethyl ester), FC(C(=O)O)(F)F (trifloroacetic acid). The solvent is ClCCl (dichloromethane). Run at temperature -10 celsius, time 4 hour. Yields the product C(C1=CC=CC=C1)(C1=CC=CC=C1)N1C(=C(C2=CC(=CC=C12)Cl)CCCC1=CC=C(C(=O)OCC)C=C1)CCNS(=O)(=O)CC1=CC(=C(C=C1)Cl)Cl (Ethyl 4-{3-[1-benzhydryl-5-chloro-2-(2-{[(3,4-dichlorobenzyl)sulfonyl]amino}ethyl)-1H-indol-3-yl]propyl}benzoate). Isolated yield 56.5%. RXN SMILES: [CH:1]([N:14]1[C:22]2[C:17](=[CH:18][C:19]([Cl:23])=[CH:20][CH:21]=2)[CH:16]=[C:15]1[CH2:24][CH2:25][NH:26][S:27]([CH2:30][C:31]1[CH:36]=[CH:35][C:34]([Cl:37])=[C:33]([Cl:38])[CH:32]=1)(=[O:29])=[O:28])([C:8]1[CH:13]=[CH:12][CH:11]=[CH:10][CH:9]=1)[C:2]1[CH:7]=[CH:6][CH:5]=[CH:4][CH:3]=1.C([SiH](CC)CC)C.[CH2:46]([O:48][C:49](=[O:60])[C:50]1[CH:55]=[CH:54][C:53]([CH2:56][CH2:57][CH:58]=O)=[CH:52][CH:51]=1)[CH3:47].FC(F)(F)C(O)=O.C([O-])(O)=O.[Na+]>ClCCl>[CH:1]([N:14]1[C:22]2[C:17](=[CH:18][C:19]([Cl:23])=[CH:20][CH:21]=2)[C:16]([CH2:58][CH2:57][CH2:56][C:53]2[CH:54]=[CH:55][C:50]([C:49]([O:48][CH2:46][CH3:47])=[O:60])=[CH:51][CH:52]=2)=[C:15]1[CH2:24][CH2:25][NH:26][S:27]([CH2:30][C:31]1[CH:36]=[CH:35][C:34]([Cl:37])=[C:33]([Cl:38])[CH:32]=1)(=[O:28])=[O:29])([C:2]1[CH:7]=[CH:6][CH:5]=[CH:4][CH:3]=1)[C:8]1[CH:9]=[CH:10][CH:11]=[CH:12][CH:13]=1 |f:4.5|. Reported procedure: To a solution N-[2-(1-benzhydryl-5-chloro-1H-indol-2-yl)ethyl]-1-(3,4-dichlorophenyl)-methanesulfonamide (3.0 g, 5.14 mmol), triethylsilane (1.79 g, 15.4 mmol), and 4-(3-oxopropyl)benzoic acid ethyl ester (1.26 g, 6.16 mmol) in dichloromethane (30 mL) at −20 to −25° C. was added trifloroacetic acid (2.93 g, 25.7 mmol) during a period of 1 min. The mixture was warmed to −10° C. and stirred for 4 h. Saturated aqueous NaHCO3 (20 mL) was added. The mixture was extracted with EtOAc (150 mL). The orga...